This data is from the Open Reaction Database (ORD), a public repository of structured organic reaction records. The task is: describe an organic reaction: reactants, conditions, products, and yield Starting materials: C(#C)C=1C=C(N)C=CC1 (3-ethynyl aniline), CS(=O)(=O)Cl (methanesulfonyl chloride). Run in N1=CC=CC=C1 (pyridine). Conditions: time 8 hour. The product is C(#C)C=1C=C(C=CC1)NS(=O)(=O)C (N-(3-ethynylphenyl)methanesulfonamide). RXN SMILES: [C:1]([C:3]1[CH:4]=[C:5]([CH:7]=[CH:8][CH:9]=1)[NH2:6])#[CH:2].[CH3:10][S:11](Cl)(=[O:13])=[O:12]>N1C=CC=CC=1>[C:1]([C:3]1[CH:4]=[C:5]([NH:6][S:11]([CH3:10])(=[O:13])=[O:12])[CH:7]=[CH:8][CH:9]=1)#[CH:2]. Reported procedure: To a solution of 3-ethynyl aniline (1.05 mL, 10.0 mmol) in pyridine (5 mL) was added methanesulfonyl chloride (857 μL, 1.10 eq.) at a temperature of 0° C. The resulting mixture was stirred overnight at room temperature and was then evaporated. The residue was treated with 2 N aq. HCl (25 mL) and subsequently extracted with ethyl acetate (2×30 mL). The combined organic layers were dried over MgSO4 and evaporated to give the desired methanesulfonamide in quantitative yield. It was used without fur... The reactants are CC([C@H](C(=O)OC)N1C(C2=CC=CC(=C2C=C1)[N+](=O)[O-])=O)C ((R)-Methyl 3-methyl-2-(5-nitro-1-oxoisoquinolin-2(1H)-yl)butanoate), [OH-].[Li+] (lithium hydroxide), C(C)(C)(C)O (tert-butyl alcohol), O (water), Cl (HCl). The product is CC([C@H](C(=O)O)N1C(C2=CC=CC(=C2C=C1)[N+](=O)[O-])=O)C ((R)-3-Methyl-2-(5-nitro-1-oxoisoquinolin-2(1H)-yl)butanoic acid). RXN SMILES: [CH3:1][CH:2]([CH3:22])[C@@H:3]([N:8]1[CH:17]=[CH:16][C:15]2[C:10](=[CH:11][CH:12]=[CH:13][C:14]=2[N+:18]([O-:20])=[O:19])[C:9]1=[O:21])[C:4]([O:6]C)=[O:5].[OH-].[Li+].C(O)(C)(C)C.O.Cl>>[CH3:1][CH:2]([CH3:22])[C@@H:3]([N:8]1[CH:17]=[CH:16][C:15]2[C:10](=[CH:11][CH:12]=[CH:13][C:14]=2[N+:18]([O-:20])=[O:19])[C:9]1=[O:21])[C:4]([OH:6])=[O:5] |f:1.2|. Procedure details: (R)-Methyl 3-methyl-2-(5-nitro-1-oxoisoquinolin-2(1H)-yl)butanoate (0.6 g, 0.002 mol) was stirred with lithium hydroxide (0.09 g, 0.004 mol) in tert-butyl alcohol (4 mL, 0.04 mol) and water (2 mL, 0.1 mol) at 0° C. for 3 hours. 1 N HCl was added until pH<7 and then the reaction mixture was extracted with CH2Cl2 (40 mL×3). The organic layers were dried over MgSO4, filtered, purified via flash chromatography (12 g silica gel, 0-50% EtOAc/Hexane) to give a yellow oil. MS m/z 291.0 (M+H)+